This data is from the Open Reaction Database (ORD), a public repository of structured organic reaction records. The task is: describe an organic reaction: reactants, conditions, products, and yield Starting materials: [BH4-], O=C([O-])O, CC(C)C(=O)C1CN(C(=O)OC(C)(C)C)C1, CCO, [Na+]. The product is CC(C)C(O)C1CN(C(=O)OC(C)(C)C)C1. Reaction SMILES: [BH4-:1].[C:19](=[O:20])([O-:21])[OH:22].[C:3]([CH3:4])([CH3:5])([CH3:6])[O:7][C:8](=[O:9])[N:10]1[CH2:11][CH:12]([C:14]([CH:15]([CH3:16])[CH3:17])=[O:18])[CH2:13]1.[CH3:23][CH2:24][OH:25].[Na+:2]>>[C:3]([CH3:4])([CH3:5])([CH3:6])[O:7][C:8](=[O:9])[N:10]1[CH2:11][CH:12]([CH:14]([CH:15]([CH3:16])[CH3:17])[OH:18])[CH2:13]1. Starting materials: N#Cc1cccc(Br)c1S(=O)(=O)Cl, CO, N, C1CCOC1, O. Yields the product NC1=NS(=O)(=O)c2c(Br)cccc21. As a reaction SMILES: [Br:2][c:3]1[c:4]([S:11](=[O:12])(=[O:13])[Cl:14])[c:5]([C:9]#[N:10])[cH:6][cH:7][cH:8]1.[CH3:16][OH:17].[NH3:1].[O:18]1[CH2:19][CH2:20][CH2:21][CH2:22]1.[OH2:15]>>[NH2:1][C:9]1=[N:10][S:11](=[O:12])(=[O:13])[c:4]2[c:3]([Br:2])[cH:8][cH:7][cH:6][c:5]21.